From a dataset of the Open Reaction Database (ORD), a public repository of structured organic reaction records. describe an organic reaction: reactants, conditions, products, and yield The reactants are N=1NN=NC1CC(=O)O ((2H-tetrazol-5-yl)-acetic acid), C(C1=CC=CC=C1)[C@H]1CN(CCN1)C1=CC(=C(C=C1)OC)OC(C)C (3(S)-benzyl-1-(3-isopropoxy-4-methoxy-phenyl)-piperazine), C(C1=CC=CC=C1)[C@H]1CN(CCN1)C1=CC(=C(C=C1)OC)OC(C)C (3(S)-benzyl-1-(3-isopropoxy-4-methoxy-phenyl)-piperazine). The product is C(C1=CC=CC=C1)[C@@H]1N(CCN(C1)C1=CC(=C(C=C1)OC)OC(C)C)C(CC=1N=NNN1)=O ((S)-1-(2-benzyl-4-(3-isopropoxy-4-methoxyphenyl)piperazin-1-yl)-2-(2H-tetrazol-5-yl)ethanone). RXN SMILES: [N:1]1[NH:2][N:3]=[N:4][C:5]=1[CH2:6][C:7]([OH:9])=O.[CH2:10]([C@@H:17]1[NH:22][CH2:21][CH2:20][N:19]([C:23]2[CH:28]=[CH:27][C:26]([O:29][CH3:30])=[C:25]([O:31][CH:32]([CH3:34])[CH3:33])[CH:24]=2)[CH2:18]1)[C:11]1[CH:16]=[CH:15][CH:14]=[CH:13][CH:12]=1>>[CH2:10]([C@H:17]1[CH2:18][N:19]([C:23]2[CH:28]=[CH:27][C:26]([O:29][CH3:30])=[C:25]([O:31][CH:32]([CH3:34])[CH3:33])[CH:24]=2)[CH2:20][CH2:21][N:22]1[C:7](=[O:9])[CH2:6][C:5]1[N:4]=[N:3][NH:2][N:1]=1)[C:11]1[CH:12]=[CH:13][CH:14]=[CH:15][CH:16]=1. Procedure: Prepared by the method outlined for Example 189 using (2H-tetrazol-5-yl)-acetic acid and 3(S)-benzyl-1-(3-(1-methylethoxy)-4-methoxy-phenyl)-piperazine (Example 9, Compound 97) as starting materials. Product as an oil. LC/MS (Method B) 2.50 min, [M+1]+ 450. Potency class B.